This data is from the Open Reaction Database (ORD), a public repository of structured organic reaction records. The task is: describe an organic reaction: reactants, conditions, products, and yield Reactants: crude product, C(C)(C)(C)OC(NC1=C(C=C(C(=C1)N(C)C)C(F)(F)F)N)=O ((2-amino-5-dimethylamino-4-trifluoromethyl-phenyl)-carbamic acid tert-butyl ester), C(C)(C)(C)OC(CC(=O)C1=CC(=CC=C1)C1=CN=C(N=N1)C)=O (3-[3-(3-methyl-[1,2,4]triazin-6-yl)-phenyl]-3-oxo-propionic acid tert-butyl ester). Yields the product CN(C1=CC2=C(NC(CC(=N2)C2=CC(=CC=C2)C2=CN=C(N=N2)C)=O)C=C1C(F)(F)F)C (7-Dimethylamino-4-[3-(3-methyl-[1,2,4]triazin-6-yl)-phenyl]-8-trifluoromethyl-1,3-dihydro-benzo[b][1,4]diazepin-2-one), solid. RXN SMILES: C(OC(=O)[NH:7][C:8]1[CH:13]=[C:12]([N:14]([CH3:16])[CH3:15])[C:11]([C:17]([F:20])([F:19])[F:18])=[CH:10][C:9]=1[NH2:21])(C)(C)C.C(O[C:28](=[O:45])[CH2:29][C:30]([C:32]1[CH:37]=[CH:36][CH:35]=[C:34]([C:38]2[N:43]=[N:42][C:41]([CH3:44])=[N:40][CH:39]=2)[CH:33]=1)=O)(C)(C)C>>[CH3:15][N:14]([CH3:16])[C:12]1[C:11]([C:17]([F:18])([F:19])[F:20])=[CH:10][C:9]2[NH:21][C:28](=[O:45])[CH2:29][C:30]([C:32]3[CH:37]=[CH:36][CH:35]=[C:34]([C:38]4[N:43]=[N:42][C:41]([CH3:44])=[N:40][CH:39]=4)[CH:33]=3)=[N:7][C:8]=2[CH:13]=1. Procedure details: The title compound was prepared from (2-amino-5-dimethylamino-4-trifluoromethyl-phenyl)-carbamic acid tert-butyl ester (Example J1) (160 mg, 0.5 mmol) and 3-[3-(3-methyl-[1,2,4]triazin-6-yl)-phenyl]-3-oxo-propionic acid tert-butyl ester (Example K46) (180 mg, 0.55 mmol) according to the general procedure M and subsequent treatment of the crude product according to the general procedure N. Obtained as a light yellow solid (8 mg). Starting materials: CCO, Nc1ccc(-c2cc(C(F)(F)F)ccc2OCc2ccccc2)c(Cl)c1. Product: Nc1ccc(-c2cc(C(F)(F)F)ccc2O)c(Cl)c1. RXN SMILES: [CH3:27][CH2:28][OH:29].[Cl:1][c:2]1[c:3](-[c:9]2[c:10]([O:19][CH2:20][c:21]3[cH:22][cH:23][cH:24][cH:25][cH:26]3)[cH:11][cH:12][c:13]([C:15]([F:16])([F:17])[F:18])[cH:14]2)[cH:4][cH:5][c:6]([NH2:8])[cH:7]1>>[Cl:1][c:2]1[c:3](-[c:9]2[c:10]([OH:19])[cH:11][cH:12][c:13]([C:15]([F:16])([F:17])[F:18])[cH:14]2)[cH:4][cH:5][c:6]([NH2:8])[cH:7]1. Reactants: SCc1ccccc1, CN(C)C=O, Clc1cccnc1Cl, [H-], [H][H], [Na+]. Product: Clc1cccnc1SCc1ccccc1. Reaction SMILES: [CH2:1]([c:2]1[cH:3][cH:4][cH:5][cH:6][cH:7]1)[SH:8].[CH3:21][N:22]([CH3:23])[CH:24]=[O:25].[Cl:13][c:14]1[n:15][cH:16][cH:17][cH:18][c:19]1[Cl:20].[H-:9].[H:11][H:12].[Na+:10]>>[CH2:1]([c:2]1[cH:3][cH:4][cH:5][cH:6][cH:7]1)[S:8][c:14]1[n:15][cH:16][cH:17][cH:18][c:19]1[Cl:20]. The reactants are BrC1=C(N=C2N1C1=C(NC3=C2C=CC=C3)N=CC=C1)C1=CC=CC=C1 (3-bromo-2-phenyl-9H-imidazo[1,2-d]pyrido[2,3-b][1,4]benzodiazepine), CC1(OB(OC1(C)C)C1=CC=C(C=C1)C1(COC1)NC(OC(C)(C)C)=O)C (tert-butyl {3-[4-(4,4,5,5-tetramethyl-1,3,2-dioxaborolan-2-yl)phenyl]oxetan-3-yl}carbamate), P(=O)([O-])([O-])[O-].[K+].[K+].[K+] (potassium phosphate), PdCl2(dppf)CH2Cl2. Solvent: O1CCOCC1 (dioxane), O (H2O). Run at temperature 80 celsius, time 18 hour. Product: C1(=CC=CC=C1)C=1N=C2N(C3=C(NC4=C2C=CC=C4)N=CC=C3)C1C1=CC=C(C=C1)C1(COC1)NC(OC(C)(C)C)=O (tert-butyl {3-[4-(2-phenyl-9H-imidazo[1,2-d]pyrido[2,3-b][1,4]benzodiazepin-3-yl)phenyl]oxetan-3-yl}carbamate). Yield: 81.0%. Reaction SMILES: Br[C:2]1[N:6]2[C:7]3[CH:19]=[CH:18][CH:17]=[N:16][C:8]=3[NH:9][C:10]3[CH:15]=[CH:14][CH:13]=[CH:12][C:11]=3[C:5]2=[N:4][C:3]=1[C:20]1[CH:25]=[CH:24][CH:23]=[CH:22][CH:21]=1.CC1(C)C(C)(C)OB([C:34]2[CH:39]=[CH:38][C:37]([C:40]3([NH:44][C:45](=[O:51])[O:46][C:47]([CH3:50])([CH3:49])[CH3:48])[CH2:43][O:42][CH2:41]3)=[CH:36][CH:35]=2)O1.P([O-])([O-])([O-])=O.[K+].[K+].[K+]>O1CCOCC1.O>[C:20]1([C:3]2[N:4]=[C:5]3[C:11]4[CH:12]=[CH:13][CH:14]=[CH:15][C:10]=4[NH:9][C:8]4[N:16]=[CH:17][CH:18]=[CH:19][C:7]=4[N:6]3[C:2]=2[C:34]2[CH:35]=[CH:36][C:37]([C:40]3([NH:44][C:45](=[O:51])[O:46][C:47]([CH3:49])([CH3:48])[CH3:50])[CH2:43][O:42][CH2:41]3)=[CH:38][CH:39]=2)[CH:21]=[CH:22][CH:23]=[CH:24][CH:25]=1 |f:2.3.4.5|. Procedure details: A suspension of 3-bromo-2-phenyl-9H-imidazo[1,2-d]pyrido[2,3-b][1,4]benzodiazepine (50 mg) and tert-butyl {3-[4-(4,4,5,5-tetramethyl-1,3,2-dioxaborolan-2-yl)phenyl]oxetan-3-yl}carbamate (96 mg) and potassium phosphate (82 mg) and PdCl2(dppf)CH2Cl2 (11 mg) in dioxane (2.5 mL) and H2O (0.25 mL) was degassed for 5 min then stirred at 80° C. for 18 h. The reaction mixture was concentrated under reduced pressure. Purification by column chromatography (5-100% ethyl acetate in hexanes) gave the product...